The task is: describe an organic reaction: reactants, conditions, products, and yield. This data is from the Open Reaction Database (ORD), a public repository of structured organic reaction records. The reactants are COC(C(=CC=1C=NC(=CC1)OC)NC(=O)OCC1=CC=CC=C1)=O (2-benzyloxycarbonylamino-3-(6-methoxy-pyridin-3-yl)-acrylic acid methyl ester), C(C)(=O)OCC (ethyl acetate). The reagents and catalysts are [Pd] (palladium on charcoal). The solvent is CO (methanol). Run at time 8 hour. The product is COC(C(CC=1C=NC(=CC1)OC)N)=O ((±)-2-Amino-3-(6-methoxy-pyridin-3-yl)-propionic acid methyl ester). Reaction SMILES: [CH3:1][O:2][C:3](=[O:25])[C:4]([NH:14]C(OCC1C=CC=CC=1)=O)=[CH:5][C:6]1[CH:7]=[N:8][C:9]([O:12][CH3:13])=[CH:10][CH:11]=1.C(OCC)(=O)C>[Pd].CO>[CH3:1][O:2][C:3](=[O:25])[CH:4]([NH2:14])[CH2:5][C:6]1[CH:7]=[N:8][C:9]([O:12][CH3:13])=[CH:10][CH:11]=1. Procedure: A flask containing 2-benzyloxycarbonylamino-3-(6-methoxy-pyridin-3-yl)-acrylic acid methyl ester (620 mg), palladium on charcoal (10%, 100 mg), ethyl acetate (10 mL) and methanol (20 mL) was flushed with nitrogen, then hydrogen, before finally affixing a balloon of hydrogen. The reaction was allowed to stir overnight. The flask was flushed with nitrogen, filtered through celite, and concentrated to give 390 mg (quant.) which was used without purification. Mass spec.: 211.11 (MH)+. The reactants are BrC=1C=NC=CC1 (3-Bromopyridine), C(=O)(OC(C)(C)C)N1C(=CC2=CC=C(C=C12)Cl)B(O)O (N-Boc-6-chloro-indole-2-boronic acid). Product: ClC1=CC=C2C=C(NC2=C1)C=1C=NC=CC1 (6-chloro-2-pyridin-3-yl-1H-indole). As a reaction SMILES: Br[C:2]1[CH:3]=[N:4][CH:5]=[CH:6][CH:7]=1.C([N:15]1[C:23]2[C:18](=[CH:19][CH:20]=[C:21]([Cl:24])[CH:22]=2)[CH:17]=[C:16]1B(O)O)(OC(C)(C)C)=O>>[Cl:24][C:21]1[CH:22]=[C:23]2[C:18]([CH:17]=[C:16]([C:2]3[CH:3]=[N:4][CH:5]=[CH:6][CH:7]=3)[NH:15]2)=[CH:19][CH:20]=1. Procedure details: 3-Bromopyridine and N-Boc-6-chloro-indole-2-boronic acid are processed according to the procedure described in Example 91 to give 6-chloro-2-pyridin-3-yl-1H-indole. (ESI) m/z 229.0 (M+H)+. Starting materials: NC1=NC=C(C(=C1N)C)Cl (2,3-Diamino-5-chloro-4-methylpyridine), OC1=C(C=C(C=O)C=C1)[N+](=O)[O-] (4-Hydroxy-3-nitrobenzaldehyde), O.C1(=CC=C(C=C1)S(=O)(=O)O)C (p-toluenesulfonic acid monohydrate). Run in C(C)#N (acetonitrile). Yields the product ClC=1C(=C2C(=NC1)NC(=N2)C2=CC(=C(C=C2)O)[N+](=O)[O-])C (4-(6-Chloro-7-methyl-3H-imidazo[4,5-b]pyridin-2-yl)-2-nitrophenol). As a reaction SMILES: [NH2:1][C:2]1[C:7]([NH2:8])=[C:6]([CH3:9])[C:5]([Cl:10])=[CH:4][N:3]=1.[OH:11][C:12]1[CH:19]=[CH:18][C:15]([CH:16]=O)=[CH:14][C:13]=1[N+:20]([O-:22])=[O:21].O.C1(C)C=CC(S(O)(=O)=O)=CC=1>C(#N)C>[Cl:10][C:5]1[C:6]([CH3:9])=[C:7]2[N:8]=[C:16]([C:15]3[CH:18]=[CH:19][C:12]([OH:11])=[C:13]([N+:20]([O-:22])=[O:21])[CH:14]=3)[NH:1][C:2]2=[N:3][CH:4]=1 |f:2.3|. Reported procedure: 2,3-Diamino-5-chloro-4-methylpyridine (prepared by a method similar to Example 206a) (3.2 g, 20.3 mmol), was dissolved in acetonitrile (150 ml). 4-Hydroxy-3-nitrobenzaldehyde (3.1 g) was added, followed by p-toluenesulfonic acid monohydrate (0.7 g) and the resulting mixture was heated to reflux overnight. The solvent was then removed in vacuo and the residue dissolved in a mixture of dichloromethane and methanol (1:1). To this solution was added silica gel and the solvents were evaporated in vac... Starting materials: [Br-], O=Cc1ccc(Br)o1, CC(=O)[O-], CC(=O)[O-], CCCC[N+](CCCC)(CCCC)CCCC, [K+], [K+], O=C([O-])[O-], O, OB(O)c1ccccc1, [Pd+2]. Yields the product O=Cc1ccc(-c2ccccc2)o1. Reaction SMILES: [Br-:24].[Br:1][c:2]1[cH:3][cH:4][c:5]([CH:7]=[O:8])[o:6]1.[C:43]([O-:44])(=[O:45])[CH3:46].[C:48]([O-:49])(=[O:50])[CH3:51].[CH3:25][CH2:26][CH2:27][CH2:28][N+:29]([CH2:30][CH2:31][CH2:32][CH3:33])([CH2:34][CH2:35][CH2:36][CH3:37])[CH2:38][CH2:39][CH2:40][CH3:41].[K+:18].[K+:19].[O-:20][C:21]([O-:22])=[O:23].[OH2:42].[OH:9][B:10]([OH:11])[c:12]1[cH:13][cH:14][cH:15][cH:16][cH:17]1.[Pd+2:47]>>[c:2]1(-[c:12]2[cH:13][cH:14][cH:15][cH:16][cH:17]2)[cH:3][cH:4][c:5]([CH:7]=[O:8])[o:6]1. Reactants: 2B, [Cl-].C(C)(C)(C)C1=CC=C(C=C1)[I+]C1=CC=C(C=C1)C(C)(C)C (di(p-t-butylphenyl)iodonium chloride), C1(=CC=CC=C1)[B-](C1=CC=CC=C1)(C1=CC=CC=C1)C1=CC=CC=C1.[Na+] (sodium tetraphenylborate), O (water). Solvent: CO (methanol). Conditions: time 10 minute. Product: C1(=CC=CC=C1)[B-](C1=CC=CC=C1)(C1=CC=CC=C1)C1=CC=CC=C1.C(C)(C)(C)C1=CC=C(C=C1)[I+]C1=CC=C(C=C1)C(C)(C)C (di(p-t-butylphenyl)iodonium tetraphenylborate). The yield is 84.8%. Reaction SMILES: [Cl-].[C:2]([C:6]1[CH:11]=[CH:10][C:9]([I+:12][C:13]2[CH:18]=[CH:17][C:16]([C:19]([CH3:22])([CH3:21])[CH3:20])=[CH:15][CH:14]=2)=[CH:8][CH:7]=1)([CH3:5])([CH3:4])[CH3:3].[C:23]1([B-:29]([C:42]2[CH:47]=[CH:46][CH:45]=[CH:44][CH:43]=2)([C:36]2[CH:41]=[CH:40][CH:39]=[CH:38][CH:37]=2)[C:30]2[CH:35]=[CH:34][CH:33]=[CH:32][CH:31]=2)[CH:28]=[CH:27][CH:26]=[CH:25][CH:24]=1.[Na+].O>CO>[C:42]1([B-:29]([C:23]2[CH:24]=[CH:25][CH:26]=[CH:27][CH:28]=2)([C:30]2[CH:31]=[CH:32][CH:33]=[CH:34][CH:35]=2)[C:36]2[CH:41]=[CH:40][CH:39]=[CH:38][CH:37]=2)[CH:43]=[CH:44][CH:45]=[CH:46][CH:47]=1.[C:19]([C:16]1[CH:17]=[CH:18][C:13]([I+:12][C:9]2[CH:8]=[CH:7][C:6]([C:2]([CH3:5])([CH3:4])[CH3:3])=[CH:11][CH:10]=2)=[CH:14][CH:15]=1)([CH3:22])([CH3:21])[CH3:20] |f:0.1,2.3,6.7|. Procedure: To ice-cooled magnetically stirring acetic anhydride (81.0 g) was gradually added ice cold concentrated sulfuric acid (66 g). Most of the resulting solution (145 g) was transferred into a 250 mL addition funnel which was fitted to a 1 L three-necked round bottom flask containing potassium iodate (60 g), acetic anhydride (65 g), t-butylbenzene (80.4 g) and a magnetic stirring bar. The contents of the flask were cooled to -5° C. with a sodium chloride/ice bath. The acetic anhydride/sulfuric acid s... Reactants: S=C=S, NCc1ccco1, ClCCl, [O-]Cl, [Na+], [Na+], [OH-], O. The product is S=C=NCc1ccco1. As a reaction SMILES: [C:16](=[S:17])=[S:18].[CH2:1]([c:2]1[cH:3][cH:4][cH:5][o:6]1)[NH2:7].[Cl:10][CH2:11][Cl:12].[Cl:13][O-:14].[Na+:15].[Na+:9].[OH-:8].[OH2:19]>>[CH2:1]([c:2]1[cH:3][cH:4][cH:5][o:6]1)[N:7]=[C:16]=[S:17]. Starting materials: N1(CCNCC1)C1=CC(NC=N1)=O (6-piperazin-1-yl-3H-pyrimidin-4-one), N1(CCNCC1)C1=CC(NC=N1)=O (6-piperazin-1-yl-3H-pyrimidin-4-one), OC1=C(C=O)C=C(C=C1)[N+](=O)[O-] (2-hydroxy-5-nitrobenzaldehyde). Yields the product OC1=C(CN2CCN(CC2)C2=CC(NC=N2)=O)C=C(C=C1)[N+](=O)[O-] (6-[4-(2-Hydroxy-5-nitro-benzyl)-piperazin-1-yl]-3H -pyrimidin-4-one). Reaction SMILES: [N:1]1([C:7]2[N:12]=[CH:11][NH:10][C:9](=[O:13])[CH:8]=2)[CH2:6][CH2:5][NH:4][CH2:3][CH2:2]1.[OH:14][C:15]1[CH:22]=[CH:21][C:20]([N+:23]([O-:25])=[O:24])=[CH:19][C:16]=1[CH:17]=O>>[OH:14][C:15]1[CH:22]=[CH:21][C:20]([N+:23]([O-:25])=[O:24])=[CH:19][C:16]=1[CH2:17][N:4]1[CH2:5][CH2:6][N:1]([C:7]2[N:12]=[CH:11][NH:10][C:9](=[O:13])[CH:8]=2)[CH2:2][CH2:3]1. Reported procedure: 6-[4-(2-Hydroxy-5-nitro-benzyl)-piperazin-1-yl]-3H -pyrimidin-4-one was prepared using Procedure A from 6-piperazin-1-yl-3H-pyrimidin-4-one (Intermediate 4) and 2-hydroxy-5-nitrobenzaldehyde. Mass spectrum (ES) MH+=332. Reactants: CCCN1CC2CCC2(c2cccc(OC)c2)C1, Cl. The product is COc1cccc(C23CCC2CNC3)c1. Reaction SMILES: [CH3:1][O:2][c:3]1[cH:4][c:5]([C:9]23[CH2:10][N:11]([CH2:16][CH2:17][CH3:18])[CH2:12][CH:13]2[CH2:14][CH2:15]3)[cH:6][cH:7][cH:8]1.[ClH:19]>>[CH3:1][O:2][c:3]1[cH:4][c:5]([C:9]23[CH2:10][NH:11][CH2:12][CH:13]2[CH2:14][CH2:15]3)[cH:6][cH:7][cH:8]1.